From a dataset of the Open Reaction Database (ORD), a public repository of structured organic reaction records. describe an organic reaction: reactants, conditions, products, and yield The reactants are Br, Br, CCCN(CCC)CCc1ccc(OC)c2c1CC(=O)N2. Product: Br, CCCN(CCC)CCc1ccc(O)c2c1CC(=O)N2. Reaction SMILES: [BrH:1].[BrH:23].[CH2:2]([CH2:3][CH3:4])[N:5]([CH2:6][CH2:7][c:8]1[c:9]2[c:13]([c:14]([O:17][CH3:18])[cH:15][cH:16]1)[NH:12][C:11](=[O:19])[CH2:10]2)[CH2:20][CH2:21][CH3:22]>>[BrH:1].[CH2:2]([CH2:3][CH3:4])[N:5]([CH2:6][CH2:7][c:8]1[c:9]2[c:13]([c:14]([OH:17])[cH:15][cH:16]1)[NH:12][C:11](=[O:19])[CH2:10]2)[CH2:20][CH2:21][CH3:22].